Dataset: the Open Reaction Database (ORD), a public repository of structured organic reaction records. Task: describe an organic reaction: reactants, conditions, products, and yield Reactants: C1(=CC=CC=C1)OC(NC=1SC2=C(N1)C(=CC=C2C2OCCOC2)OC)=O ((+)-(7-[1,4]dioxan-2-yl-4-methoxy-benzothiazol-2-yl)-carbamic acid phenyl ester), FC(C(=O)O)(F)F.COCC1CCNCC1 (4-methoxymethyl-piperidine trifluoroacetate), C(C)N(C(C)C)C(C)C (N-ethyldiisopropylamine). Solvent: C(Cl)(Cl)Cl (chloroform), C(Cl)(Cl)Cl (CHCl3). Product: O1C(COCC1)C1=CC=C(C=2N=C(SC21)NC(=O)N2CCC(CC2)COC)OC ((+)-4-Methoxymethyl-piperidine-1-carboxylic acid (7-[1,4]dioxan-2-yl-4-methoxy-benzothiazol-2-yl)-amide). RXN SMILES: C1(O[C:8](=[O:27])[NH:9][C:10]2[S:11][C:12]3[C:18]([CH:19]4[CH2:24][O:23][CH2:22][CH2:21][O:20]4)=[CH:17][CH:16]=[C:15]([O:25][CH3:26])[C:13]=3[N:14]=2)C=CC=CC=1.FC(F)(F)C(O)=O.[CH3:35][O:36][CH2:37][CH:38]1[CH2:43][CH2:42][NH:41][CH2:40][CH2:39]1.C(N(C(C)C)C(C)C)C>C(Cl)(Cl)Cl>[O:20]1[CH2:21][CH2:22][O:23][CH2:24][CH:19]1[C:18]1[C:12]2[S:11][C:10]([NH:9][C:8]([N:41]3[CH2:42][CH2:43][CH:38]([CH2:37][O:36][CH3:35])[CH2:39][CH2:40]3)=[O:27])=[N:14][C:13]=2[C:15]([O:25][CH3:26])=[CH:16][CH:17]=1 |f:1.2|. Procedure details: From (+)-(7-[1,4]dioxan-2-yl-4-methoxy-benzothiazol-2-yl)-carbamic acid phenyl ester with 4-methoxymethyl-piperidine trifluoroacetate and N-ethyldiisopropylamine in chloroform. [α]D20=+23.0° (c=1.04, CHCl3), ES-MS m/e (%): 422 (M+H+, 100). Reactants: C1COCCN1, Cc1csc2nc(CCl)cn12, O. The product is Cc1csc2nc(CN3CCOCC3)cn12. As a reaction SMILES: [CH2:12]1[CH2:13][O:14][CH2:15][CH2:16][NH:17]1.[CH3:1][c:2]1[n:3]2[c:4]([s:5][cH:6]1)[n:7][c:8]([CH2:10][Cl:11])[cH:9]2.[OH2:18]>>[CH3:1][c:2]1[n:3]2[c:4]([s:5][cH:6]1)[n:7][c:8]([CH2:10][N:17]1[CH2:12][CH2:13][O:14][CH2:15][CH2:16]1)[cH:9]2.